describe an organic reaction: reactants, conditions, products, and yield From a dataset of the Open Reaction Database (ORD), a public repository of structured organic reaction records. The reactants are [C+4], O=C(O)c1cc2[nH]cc(C3=CCCCC3)c2s1, CO, C1CCOC1, [OH-], [OH-], [OH-], [OH-], [OH-], [OH-], [Pd+2]. Product: O=C(O)c1cc2[nH]cc(C3CCCCC3)c2s1. RXN SMILES: [C+4:25].[C:1]1([c:7]2[c:8]3[c:9]([nH:10][cH:11]2)[cH:12][c:13]([C:15](=[O:16])[OH:17])[s:14]3)=[CH:2][CH2:3][CH2:4][CH2:5][CH2:6]1.[CH3:18][OH:19].[O:20]1[CH2:21][CH2:22][CH2:23][CH2:24]1.[OH-:26].[OH-:28].[OH-:29].[OH-:30].[OH-:31].[OH-:32].[Pd+2:27]>>[CH:1]1([c:7]2[c:8]3[c:9]([nH:10][cH:11]2)[cH:12][c:13]([C:15](=[O:16])[OH:17])[s:14]3)[CH2:2][CH2:3][CH2:4][CH2:5][CH2:6]1. Reported procedure: Prepared from (3-amino-2′-fluoro-biphenyl-4-yl)-carbamic acid tert.-butyl ester (Example G37) and 3-(2-cyano-pyridin-4-yl)-3-oxo-propionic acid tert.-butyl ester (Example H10) according to the general procedure K. Obtained as a white solid (151 mg). The reactants are C(C)(C)(C)OC(NC1=C(C=C(C=C1)C1=C(C=CC=C1)F)N)=O ((3-amino-2′-fluoro-biphenyl-4-yl)-carbamic acid tert.-butyl ester), C(C)(C)(C)OC(CC(=O)C1=CC(=NC=C1)C#N)=O (3-(2-cyano-pyridin-4-yl)-3-oxo-propionic acid tert.-butyl ester). RXN SMILES: [C:1]([O:5][C:6](=[O:22])[NH:7][C:8]1[CH:13]=[CH:12][C:11]([C:14]2[CH:19]=[CH:18][CH:17]=[CH:16][C:15]=2[F:20])=[CH:10][C:9]=1[NH2:21])([CH3:4])([CH3:3])[CH3:2].C([O:27][C:28](=O)[CH2:29][C:30]([C:32]1[CH:37]=[CH:36][N:35]=[C:34]([C:38]#[N:39])[CH:33]=1)=[O:31])(C)(C)C>>[C:1]([O:5][C:6](=[O:22])[NH:7][C:8]1[CH:13]=[CH:12][C:11]([C:14]2[CH:19]=[CH:18][CH:17]=[CH:16][C:15]=2[F:20])=[CH:10][C:9]=1[NH:21][C:28](=[O:27])[CH2:29][C:30]([C:32]1[CH:37]=[CH:36][N:35]=[C:34]([C:38]#[N:39])[CH:33]=1)=[O:31])([CH3:4])([CH3:2])[CH3:3]. Product: C(C)(C)(C)OC(NC1=C(C=C(C=C1)C1=C(C=CC=C1)F)NC(CC(=O)C1=CC(=NC=C1)C#N)=O)=O ({3-[3-(2-Cyano-pyridin-4-yl)-3-oxo-propionylamino]-2′-fluoro-biphenyl-4-yl}-carbamic acid tert.-butyl ester). Starting materials: C1(CC1)C1=CC=C(CNCCC2=CC(=C(C=C2)F)C(F)(F)F)C=C1 ((4-cyclopropylbenzyl)-[2-(4-fluoro-3-trifluoromethylphenyl)-ethyl]-amine), [BH4-].[Na+] (sodium borohydride), C1(CCCC1)C1=CC=C(C=O)C=C1 (4-cyclopentyl-benzaldehyde), ClC=1C=C(C=CC1Cl)CCN (2-(3,4-dichloro-phenyl)-ethylamine). Product: C1(CCCC1)C1=CC=C(CNCCC2=CC(=C(C=C2)Cl)Cl)C=C1 ((4-cyclopentyl-benzyl)-[2-(3,4-dichloro-phenyl)-ethyl]-amine). As a reaction SMILES: C1(C2C=CC(CNCCC3C=CC(F)=C(C(F)(F)F)C=3)=CC=2)CC1.[CH:25]1([C:30]2[CH:37]=[CH:36][C:33]([CH:34]=O)=[CH:32][CH:31]=2)[CH2:29][CH2:28][CH2:27][CH2:26]1.[Cl:38][C:39]1[CH:40]=[C:41]([CH2:46][CH2:47][NH2:48])[CH:42]=[CH:43][C:44]=1[Cl:45].[BH4-].[Na+]>>[CH:25]1([C:30]2[CH:37]=[CH:36][C:33]([CH2:34][NH:48][CH2:47][CH2:46][C:41]3[CH:42]=[CH:43][C:44]([Cl:45])=[C:39]([Cl:38])[CH:40]=3)=[CH:32][CH:31]=2)[CH2:29][CH2:28][CH2:27][CH2:26]1 |f:3.4|. Procedure: The title compound was synthesized in analogy to (4-cyclopropylbenzyl)-[2-(4-fluoro-3-trifluoromethylphenyl)-ethyl]-amine (described in example S53) using 160 mg of 4-cyclopentyl-benzaldehyde (0.92 mmol), 175 mg of 2-(3,4-dichloro-phenyl)-ethylamine (0.92 mmol) and 52 mg of sodium borohydride (1.38 mmol). The isolated light yellow oil (183 mg, 57%) was used in the following step without further purification. MS (ISP) 348.2 (M+H)+. Starting materials: ClC1=CN=C(S1)NC(N(C1CCNCC1)[C@@H]1CC[C@H](CC1)C)=O (3-(5-chloro-thiazol-2-yl)-1-(trans-4-methyl-cyclohexyl)-1-piperidin-4-yl-urea), N1(CCCCC1)C(=O)Cl (1-piperidinecarbonyl chloride). Product: ClC1=CN=C(S1)NC(N(C1CCN(CC1)C(=O)N1CCCCC1)[C@@H]1CC[C@H](CC1)C)=O (3-(5-Chloro-thiazol-2-yl)-1-(trans-4-methyl-cyclohexyl)-1-[1-(piperidine-1-carbonyl)-piperidin-4-yl]-urea). RXN SMILES: [Cl:1][C:2]1[S:6][C:5]([NH:7][C:8](=[O:23])[N:9]([C@H:16]2[CH2:21][CH2:20][C@H:19]([CH3:22])[CH2:18][CH2:17]2)[CH:10]2[CH2:15][CH2:14][NH:13][CH2:12][CH2:11]2)=[N:4][CH:3]=1.[N:24]1([C:30](Cl)=[O:31])[CH2:29][CH2:28][CH2:27][CH2:26][CH2:25]1>>[Cl:1][C:2]1[S:6][C:5]([NH:7][C:8](=[O:23])[N:9]([C@H:16]2[CH2:21][CH2:20][C@H:19]([CH3:22])[CH2:18][CH2:17]2)[CH:10]2[CH2:11][CH2:12][N:13]([C:30]([N:24]3[CH2:29][CH2:28][CH2:27][CH2:26][CH2:25]3)=[O:31])[CH2:14][CH2:15]2)=[N:4][CH:3]=1. Procedure details: Prepared in a similar manner to Example 554 using 3-(5-chloro-thiazol-2-yl)-1-(trans-4-methyl-cyclohexyl)-1-piperidin-4-yl-urea and 1-piperidinecarbonyl chloride